From a dataset of the Open Reaction Database (ORD), a public repository of structured organic reaction records. describe an organic reaction: reactants, conditions, products, and yield Reactants: O (H2O), Cl.NC(=N)N (Guanidine hydrochloride), C[O-].[Na+] (sodium methoxide), NC=1C(=NC(=C(N1)N)SC(F)(F)F)C(=O)OC (methyl 3,5-diamino-6-trifluoromethylthio-2-pyrazinoate). Run in CO (methanol). Run at temperature 25 celsius, time 15 minute. The product is O.C(N)(=N)NC(=O)C1=NC(=C(N=C1N)N)SC(F)(F)F (N-Amidino-3,5-diamino-6-trifluoromethylthio-2-pyrazinecarboxamide hydrate). Reaction SMILES: Cl.[NH2:2][C:3]([NH2:5])=[NH:4].C[O-].[Na+].[NH2:9][C:10]1[C:11]([C:22]([O:24]C)=[O:23])=[N:12][C:13]([S:17][C:18]([F:21])([F:20])[F:19])=[C:14]([NH2:16])[N:15]=1.O>CO>[OH2:23].[C:3]([NH:5][C:22]([C:11]1[C:10]([NH2:9])=[N:15][C:14]([NH2:16])=[C:13]([S:17][C:18]([F:19])([F:20])[F:21])[N:12]=1)=[O:24])(=[NH:2])[NH2:4] |f:0.1,2.3,7.8|. Reported procedure: Guanidine hydrochloride (3.34 g., 0.035 mole) is added to a solution of sodium methoxide (1.67 g., 0.032 mole) in methanol (20 ml.) with stirring at 25° C. After 15 minutes, methyl 3,5-diamino-6-trifluoromethylthio-2-pyrazinoate (1.85 g., 0.007 mole) is added, and the mixture is heated on a steam bath for 15 min. Crushed ice--H2O (20 ml.) is added to the reaction mixture to precipitate 390 mg. of N-amidino-3,5-diamino-6-trifluoromethylthio-2-pyrazinecarboxamide, m.p. 195° C.